This data is from the Open Reaction Database (ORD), a public repository of structured organic reaction records. The task is: describe an organic reaction: reactants, conditions, products, and yield The reactants are C(C1=CC=CC=C1)N1CC2C(C1)O2 (1-benzyl-3,4-epoxypyrrolidine), C(C)OC1=C(C=CC=C1)O (o-ethoxyphenol), tan needles. Reagents/catalysts: Cl (hydrochloric acid). Run in C(Cl)Cl (methylene chloride). Product: C(C)OC1=C(O[C@H]2[C@@H](CN(C2)CC2=CC=CC=C2)O)C=CC=C1 (Trans-4-(2-ethoxyphenoxy)-1-phenylmethyl-3-pyrrolidinol). Reaction SMILES: [CH2:1]([N:8]1[CH2:12][CH:11]2[O:13][CH:10]2[CH2:9]1)[C:2]1[CH:7]=[CH:6][CH:5]=[CH:4][CH:3]=1.[CH2:14]([O:16][C:17]1[CH:22]=[CH:21][CH:20]=[CH:19][C:18]=1[OH:23])[CH3:15]>Cl.C(Cl)Cl>[CH2:14]([O:16][C:17]1[CH:22]=[CH:21][CH:20]=[CH:19][C:18]=1[O:23][C@@H:11]1[CH2:12][N:8]([CH2:1][C:2]2[CH:3]=[CH:4][CH:5]=[CH:6][CH:7]=2)[CH2:9][C@H:10]1[OH:13])[CH3:15]. Procedure: A mixture of 45.5 g. (0.26 mole) of 1-benzyl-3,4-epoxypyrrolidine (60 g. of 76% epoxide), 48 g. (0.35 mole) of o-ethoxyphenol and 8 drops of concentrated hydrochloric acid was heated at 145° C. for 16 hr. The mixture was cooled, dissolved in methylene chloride and washed with dilute sodium hydroxide solution. The methylene chloride layer was dried over anhydrous sodium sulfate and the solvent was removed under reduced pressure. The residue was chromatographed on 1 kg. of silica gel using 20% ace... Starting materials: C=CCCCOc1cccc(OCc2ccccc2)c1, Cl[Pd]Cl, Cl[Cu], Cl, CN(C)C=O. Yields the product CC(=O)CCCOc1cccc(OCc2ccccc2)c1. As a reaction SMILES: [CH2:1]([c:2]1[cH:3][cH:4][cH:5][cH:6][cH:7]1)[O:8][c:9]1[cH:10][c:11]([O:15][CH2:16][CH2:17][CH2:18][CH:19]=[CH2:20])[cH:12][cH:13][cH:14]1.[Cl:27][Pd:28][Cl:29].[Cl:30][Cu:31].[ClH:21].[O:22]=[CH:23][N:24]([CH3:25])[CH3:26]>>[CH2:1]([c:2]1[cH:3][cH:4][cH:5][cH:6][cH:7]1)[O:8][c:9]1[cH:10][c:11]([O:15][CH2:16][CH2:17][CH2:18][C:19]([CH3:20])=[O:22])[cH:12][cH:13][cH:14]1. The reactants are C(C)(C)(C)OC(=O)N1CCC(=CC1)C=1N=C(C=2N(C1)N=C(N2)C=2OC=CC2)N (4-(8-amino-2-furan-2-yl-[1,2,4]triazolo[1,5-a]pyrazin-6-yl)-3,6-dihydro-2H-pyridine-1-carboxylic acid tert-butyl ester). Reagents/catalysts: [Pd] (palladium). The solvent is CO (MeOH). Conditions: time 8 hour. Yields the product C(C)(C)(C)OC(=O)N1CCC(CC1)C=1N=C(C=2N(C1)N=C(N2)C=2OC=CC2)N (4-(8-Amino-2-furan-2-yl-[1,2,4]triazolo[1,5-a]pyrazin-6-yl)-piperidine-1-carboxylic acid tert-butyl ester). Isolated yield 5.0%. As a reaction SMILES: [C:1]([O:5][C:6]([N:8]1[CH2:13][CH:12]=[C:11]([C:14]2[N:15]=[C:16]([NH2:28])[C:17]3[N:18]([N:20]=[C:21]([C:23]4[O:24][CH:25]=[CH:26][CH:27]=4)[N:22]=3)[CH:19]=2)[CH2:10][CH2:9]1)=[O:7])([CH3:4])([CH3:3])[CH3:2]>CO.[Pd]>[C:1]([O:5][C:6]([N:8]1[CH2:9][CH2:10][CH:11]([C:14]2[N:15]=[C:16]([NH2:28])[C:17]3[N:18]([N:20]=[C:21]([C:23]4[O:24][CH:25]=[CH:26][CH:27]=4)[N:22]=3)[CH:19]=2)[CH2:12][CH2:13]1)=[O:7])([CH3:4])([CH3:2])[CH3:3]. Reported procedure: To a solution of 4-(8-amino-2-furan-2-yl-[1,2,4]triazolo[1,5-a]pyrazin-6-yl)-3,6-dihydro-2H-pyridine-1-carboxylic acid tert-butyl ester (50 mg, 0.13 mmol; see Example 28 above) in MeOH (1 mL) was added palladium (10 wt.% on activated carbon, 10 mg). The reaction mixture was stirred at room temperature under hydrogen atmosphere (1 atm) for overnight. The reaction mixture was filtered through Celite and the filtrate was concentrated to yield title compound (2.5 mg, 5%) as yellow solid. 1H NMR (300... The reactants are C[Si](C)(C)Br (Trimethylsilylbromide), C1(=CC=CC=C1)COC(=O)NC1C(N(C1)[P@](OC)(=O)NCCC)=O ((S)-P-[3-[[(Phenylmethoxy)carbonyl]amino]-2-oxo-1-azetidinyl]-N-propylphosphonamidic acid, methyl ester), [K] (potassium), C[Si](C)(C)C(C(=O)N)[Si](C)(C)C (Bis(trimethylsilyl)acetamide), NC1=CC=CC=C1 (aniline). The solvent is C(C)#N (acetonitrile), O1CCCC1 (tetrahydrofuran), ClCCl (dichloromethane), C(C)O (ethanol). Conditions: temperature 0 celsius, time 0.5 hour. Yields the product [NH3+]C1=CC=CC=C1.C1(=CC=CC=C1)COC(=O)N[C@@H]1C(N(C1)P([O-])(=O)NCCC)=O ((S)-P-[3-[[(Phenylmethoxy)carbonyl]amino]-2-oxo-1-azetidinyl]-N-propylphosphonoamidic acid, anilinium salt). RXN SMILES: [C:1]1([CH2:7][O:8][C:9]([NH:11][CH:12]2[CH2:15][N:14]([P@@:16]([NH:20][CH2:21][CH2:22][CH3:23])(=[O:19])[O:17]C)[C:13]2=[O:24])=[O:10])[CH:6]=[CH:5][CH:4]=[CH:3][CH:2]=1.[K].C[Si](C([Si](C)(C)C)C(N)=O)(C)C.C[Si](Br)(C)C.[NH2:43][C:44]1[CH:49]=[CH:48][CH:47]=[CH:46][CH:45]=1>ClCCl.O1CCCC1.C(O)C.C(#N)C>[NH3+:43][C:44]1[CH:49]=[CH:48][CH:47]=[CH:46][CH:45]=1.[C:1]1([CH2:7][O:8][C:9]([NH:11][C@H:12]2[CH2:15][N:14]([P:16]([NH:20][CH2:21][CH2:22][CH3:23])(=[O:17])[O-:19])[C:13]2=[O:24])=[O:10])[CH:6]=[CH:5][CH:4]=[CH:3][CH:2]=1 |f:9.10,^1:24|. Reported procedure: (S)-P-[3-[[(Phenylmethoxy)carbonyl]amino]-2-oxo-1-azetidinyl]-N-propylphosphonamidic acid, methyl ester, potassium salt (3.0 g) was dissolved in distilled dichloromethane (30 ml) and cooled to 0°-5° C. in an ice-bath under a nitrogen atmosphere. Bis(trimethylsilyl)acetamide (6.88 g) was added and the mixture stirred at 0° C. for 0.5 hour. Trimethylsilylbromide (3.9 g) was added and the mixture stirred for 3 hours at 0° to 5° C. The solvent and excess bis(trimethylsilyl)acetamide and trimethylsil... The reactants are 50, BrCCC=C (4-bromo-1-butene), OC1=CC=C(C(=O)OCC)C=C1 (ethyl 4-hydroxybenzoate), C([O-])([O-])=O.[K+].[K+] (potassium carbonate). Solvent: CC(C)=O (2-propanone). Product: 25, C(CC=C)OC1=CC=C(C(=O)OCC)C=C1 (ethyl 4-(3-butenyloxy)benzoate). Isolated yield 33.0%. Reaction SMILES: Br[CH2:2][CH2:3][CH:4]=[CH2:5].[OH:6][C:7]1[CH:17]=[CH:16][C:10]([C:11]([O:13][CH2:14][CH3:15])=[O:12])=[CH:9][CH:8]=1.C(=O)([O-])[O-].[K+].[K+]>CC(=O)C>[CH2:2]([O:6][C:7]1[CH:8]=[CH:9][C:10]([C:11]([O:13][CH2:14][CH3:15])=[O:12])=[CH:16][CH:17]=1)[CH2:3][CH:4]=[CH2:5] |f:2.3.4|. Reported procedure: A mixture of 50 parts of 4-bromo-1-butene, 58 parts of ethyl 4-hydroxybenzoate, 55.2 parts of potassium carbonate and 320 parts of 2-propanone was refluxed for 68 hours. The reaction mixture was evaporated and the residue was dissolved in methylbenzene. The organic solution was washed with a diluted sodium hydroxide solution. The separated organic layer was dried, filtered and evaporated, yielding 25 parts (33%) of ethyl 4-(3-butenyloxy)benzoate as an oily residue (interm. 14). Starting materials: ClC1=C(C=CC(=C1)C(F)(F)F)C#CC(=O)O ((2-chloro-4-trifluoromethylphenyl)propynoic acid), C1N(CCC2=CC=CC=C12)CCOC1=C(C=C(C=C1)N)OC (4-[2-(3,4-dihydro-1H-isoquinolin-2-yl)ethoxy]-3-methoxyphenylamine). Solvent: ClCCl.CO (dichloromethane methanol). Yields the product C(=O)O.C1N(CCC2=CC=CC=C12)CCOC1=C(C=C(C=C1)NC(C#CC1=C(C=C(C=C1)C(F)(F)F)Cl)=O)OC (3-(2-chloro-4-trifluoromethylphenyl)propynoic acid-{4-[2-(3,4-dihydro-1H-isoquinolin-2-yl)ethoxy]-3-methoxyphenyl}amide formate). Reaction SMILES: [Cl:1][C:2]1[CH:7]=[C:6]([C:8]([F:11])([F:10])[F:9])[CH:5]=[CH:4][C:3]=1[C:12]#[C:13][C:14]([OH:16])=[O:15].[CH2:17]1[C:26]2[C:21](=[CH:22][CH:23]=[CH:24][CH:25]=2)[CH2:20][CH2:19][N:18]1[CH2:27][CH2:28][O:29][C:30]1[CH:35]=[CH:34][C:33]([NH2:36])=[CH:32][C:31]=1[O:37][CH3:38]>ClCCl.CO>[CH:14]([OH:16])=[O:15].[CH2:17]1[C:26]2[C:21](=[CH:22][CH:23]=[CH:24][CH:25]=2)[CH2:20][CH2:19][N:18]1[CH2:27][CH2:28][O:29][C:30]1[CH:35]=[CH:34][C:33]([NH:36][C:14](=[O:16])[C:13]#[C:12][C:3]2[CH:4]=[CH:5][C:6]([C:8]([F:9])([F:10])[F:11])=[CH:7][C:2]=2[Cl:1])=[CH:32][C:31]=1[O:37][CH3:38] |f:2.3,4.5|. Procedure details: Prepared analogously to Example 2.3.f. from 150 mg (0.6 mmol) of (2-chloro-4-trifluoromethylphenyl)propynoic acid and 304 mg (0.66 mmol) of 4-[2-(3,4-dihydro-1H-isoquinolin-2-yl)ethoxy]-3-methoxyphenylamine (65%). Yield: 17 mg (5% of theory); melting point: 92° C.-95° C.; C28H24ClF3N2O3 (M=528.96)*CH2O2; calc.: molecular ion peak (M+H)+: 529/531 (Cl); found: molecular ion peak (M+H)+: 529/531 (Cl); Rf value: 0.55 (silica gel, dichloromethane/methanol (9:1)). Reactants: COC(=O)C(C)(C)Nc1cccc(C2Nc3ccc(C(F)(F)F)cc3CC2(C)C)c1, Cl, [Li+], C1CCOC1, [OH-], O. The product is CC(C)(Nc1cccc(C2Nc3ccc(C(F)(F)F)cc3CC2(C)C)c1)C(=O)O. As a reaction SMILES: [CH3:1][O:2][C:3]([C:4]([CH3:5])([CH3:6])[NH:7][c:8]1[cH:9][c:10]([CH:14]2[NH:15][c:16]3[cH:17][cH:18][c:19]([C:26]([F:27])([F:28])[F:29])[cH:20][c:21]3[CH2:22][C:23]2([CH3:24])[CH3:25])[cH:11][cH:12][cH:13]1)=[O:30].[ClH:31].[Li+:37].[O:32]1[CH2:33][CH2:34][CH2:35][CH2:36]1.[OH-:38].[OH2:39]>>[O:2]=[C:3]([C:4]([CH3:5])([CH3:6])[NH:7][c:8]1[cH:9][c:10]([CH:14]2[NH:15][c:16]3[cH:17][cH:18][c:19]([C:26]([F:27])([F:28])[F:29])[cH:20][c:21]3[CH2:22][C:23]2([CH3:24])[CH3:25])[cH:11][cH:12][cH:13]1)[OH:30]. The reactants are CC1=C(C(=CC=C1)C)O (2,6-Dimethylphenol), Ba(OH)2.8H2O, C(C)(C)=C(CCl)CCCl (2-isopropylidene-1,4-dichlorobutane). Solvent: O (water). Run at temperature 15 celsius, time 5 hour. The product is C(C)(C)=C1CC2(CC1)C=C(C(C(=C2)C)=O)C (2-isopropylidene-7,9-dimethylspiro[4.5]dec-6,9-dien-8-one). Isolated yield 108.6%. RXN SMILES: [CH3:1][C:2]1[CH:7]=[CH:6][CH:5]=[C:4]([CH3:8])[C:3]=1[OH:9].[C:10](=[C:13]([CH2:16][CH2:17]Cl)[CH2:14]Cl)([CH3:12])[CH3:11]>O>[C:10](=[C:13]1[CH2:16][CH2:17][C:6]2([CH:5]=[C:4]([CH3:8])[C:3](=[O:9])[C:2]([CH3:1])=[CH:7]2)[CH2:14]1)([CH3:12])[CH3:11]. Procedure details: 2,6-Dimethylphenol (2.4 g, 0.02 mol) was added to a solution of Ba(OH)2.8H2O (6.6 g, 0.021 mol) in distilled water (12 mL). The mixture was cooled to 15° C. and 2-isopropylidene-1,4-dichlorobutane (3.6 g, 0.022 mol) was added over 1 hour under nitrogen. Stirring at room temperature was continued for 5 hours and then the reaction mixture was extracted with ether. The ether extracts were washed with 10% sodium hydroxide, water, and dried (Na2SO4). Concentration gave 4.7 g of crude material which w... The reactants are calcium alkylsalicylate, B(O)(O)O (orthoboric acid), C=1(C(=CC=CC1)C)C (xylene), [OH-].[Ca+2].[OH-] (calcium hydroxide), [OH-].[Ca+2].[OH-] (calcium hydroxide). The solvent is O (water). Reaction conditions: temperature 60 celsius. Yields the product B([O-])([O-])[O-].[Ca+2].B([O-])([O-])[O-].[Ca+2].[Ca+2] (calcium borate). Reaction SMILES: [OH-].[Ca+2:2].[OH-].[B:4]([OH:7])([OH:6])[OH:5].C1(C)C(C)=CC=CC=1>O>[B:4]([O-:7])([O-:6])[O-:5].[Ca+2:2].[B:4]([O-:7])([O-:6])[O-:5].[Ca+2:2].[Ca+2:2] |f:0.1.2,6.7.8.9.10|. Reported procedure: 200 g of the same neutral calcium alkylsalicylate (A) as used in Example 1, 26 g of calcium hydroxide (B), 43.4 g (2.0 moles per mole of the calcium hydroxide) of orthoboric acid (C) and 400 g of xylene (F) were put in a 1000-ml four-necked flask fitted with a condenser and heated to 60° C. while agitating. To this mixture was added 20 g of water, and the resulting mixture was heated up to a refluxing temperature (66° C.) under agitation and reacted for 4 hours to obtain a reaction product. The ... The reactants are CC(=O)O[BH-](OC(C)=O)OC(C)=O, CC(=O)O, COC(=O)c1cn(C(=O)OC(C)(C)C)c2nccc(C=O)c12, CC(C)C(N)C(=O)N1CCCC1, [Na+]. The product is COC(=O)c1cn(C(=O)OC(C)(C)C)c2nccc(CNC(C(=O)N3CCCC3)C(C)C)c12. RXN SMILES: [C:1]([O:2][BH-:3]([O:4][C:5](=[O:6])[CH3:7])[O:8][C:9](=[O:10])[CH3:11])(=[O:12])[CH3:13].[CH3:49][C:50](=[O:51])[OH:52].[CH:27](=[O:28])[c:29]1[c:30]2[c:31]([n:32][cH:33][cH:34]1)[n:35]([C:42](=[O:43])[O:44][C:45]([CH3:46])([CH3:47])[CH3:48])[cH:36][c:37]2[C:38](=[O:39])[O:40][CH3:41].[NH2:15][CH:16]([C:17](=[O:18])[N:19]1[CH2:20][CH2:21][CH2:22][CH2:23]1)[CH:24]([CH3:25])[CH3:26].[Na+:14]>>[NH:15]([CH:16]([C:17](=[O:18])[N:19]1[CH2:20][CH2:21][CH2:22][CH2:23]1)[CH:24]([CH3:25])[CH3:26])[CH2:27][c:29]1[c:30]2[c:31]([n:32][cH:33][cH:34]1)[n:35]([C:42](=[O:43])[O:44][C:45]([CH3:46])([CH3:47])[CH3:48])[cH:36][c:37]2[C:38](=[O:39])[O:40][CH3:41].